From a dataset of the Open Reaction Database (ORD), a public repository of structured organic reaction records. describe an organic reaction: reactants, conditions, products, and yield Starting materials: IC1=CC=C(C=C1)C1=NOC=C1C(=O)O (3-(4-iodophenyl)isoxazole-4-carboxylic acid), ClC1=C([C@@H](C)O)C=CC=C1 ((R)-2-chloro-α-methylbenzyl alcohol), ClC1=C(C=CC=C1)[C@@H](C)OC(=O)NC=1C(=NOC1)C1=CC=C(C=C1)C=CCCC(=O)OC (methyl 5-(4-{4-[(1R)-1-(2-chlorophenyl)ethoxycarbonylamino]-3-isoxazolyl}phenyl)-4-pentenoate). The product is ClC1=C(C=CC=C1)[C@@H](C)OC(=O)NC=1C(=NOC1)C1=CC=C(C=C1)C=CCCC(=O)O (5-(4-{4-[(1R)-1-(2-chlorophenyl)ethoxycarbonylamino]-3-isoxazolyl}phenyl)-4-pentenoic acid). As a reaction SMILES: IC1C=CC(C2C(C(O)=O)=CON=2)=CC=1.ClC1C=CC=CC=1[C@H](O)C.[Cl:26][C:27]1[CH:32]=[CH:31][CH:30]=[CH:29][C:28]=1[C@H:33]([O:35][C:36]([NH:38][C:39]1[C:40]([C:44]2[CH:49]=[CH:48][C:47]([CH:50]=[CH:51][CH2:52][CH2:53][C:54]([O:56]C)=[O:55])=[CH:46][CH:45]=2)=[N:41][O:42][CH:43]=1)=[O:37])[CH3:34]>>[Cl:26][C:27]1[CH:32]=[CH:31][CH:30]=[CH:29][C:28]=1[C@H:33]([O:35][C:36]([NH:38][C:39]1[C:40]([C:44]2[CH:45]=[CH:46][C:47]([CH:50]=[CH:51][CH2:52][CH2:53][C:54]([OH:56])=[O:55])=[CH:48][CH:49]=2)=[N:41][O:42][CH:43]=1)=[O:37])[CH3:34]. Procedure details: According to methods similar to those of Step 5 and Step 6 of Example 19 using 3-(4-iodophenyl)isoxazole-4-carboxylic acid and (R)-2-chloro-α-methylbenzyl alcohol, methyl 5-(4-{4-[(1R)-1-(2-chlorophenyl)ethoxycarbonylamino]-3-isoxazolyl}phenyl)-4-pentenoate was synthesized, which was reacted in the same manner as in Example 2 to give the title compound.